Dataset: the Open Reaction Database (ORD), a public repository of structured organic reaction records. Task: describe an organic reaction: reactants, conditions, products, and yield Starting materials: ClC=1N=C(C2=C(N1)N=C(S2)S(=O)(=O)C)N2CCOCC2 (5-chloro-2-(methylsulfonyl)-7-morpholinothiazolo[4,5-d]pyrimidine), CN1CCC(CC1)NC (1-methyl-4-(methylamino)piperidine). Solvent: C(C)N(CC)CC (triethylamine). The product is ClC=1N=C(C2=C(N1)N=C(S2)N(C2CCN(CC2)C)C)N2CCOCC2 (5-chloro-N-methyl-N-(1-methylpiperidin-4-yl)-7-morpholinothiazolo[4,5-d]pyrimidin-2-amine). RXN SMILES: [Cl:1][C:2]1[N:3]=[C:4]([N:15]2[CH2:20][CH2:19][O:18][CH2:17][CH2:16]2)[C:5]2[S:10][C:9](S(C)(=O)=O)=[N:8][C:6]=2[N:7]=1.[CH3:21][N:22]1[CH2:27][CH2:26][CH:25]([NH:28][CH3:29])[CH2:24][CH2:23]1>C(N(CC)CC)C>[Cl:1][C:2]1[N:3]=[C:4]([N:15]2[CH2:20][CH2:19][O:18][CH2:17][CH2:16]2)[C:5]2[S:10][C:9]([N:28]([CH3:29])[CH:25]3[CH2:26][CH2:27][N:22]([CH3:21])[CH2:23][CH2:24]3)=[N:8][C:6]=2[N:7]=1. Procedure details: Alternatively, 5-chloro-2-(methylsulfonyl)-7-morpholinothiazolo[4,5-d]pyrimidine was reacted with 1-methyl-4-(methylamino)piperidine, without triethylamine, via General Procedure C, to give crude 5-chloro-N-methyl-N-(1-methylpiperidin-4-yl)-7-morpholinothiazolo[4,5-d]pyrimidin-2-amine, which was then reacted with 5-(4,4,5,5-tetramethyl-1,3,2-dioxaborolan-2-yl)pyridin-2-amine via General Procedure C again to give 144 after purification by silica gel chromatography. MS (Q1) 441 (M+) Reactants: C1CCOC1, Cc1nsnc1C(=NOCc1cccc(N2C(=O)c3ccccc3C2=O)n1)c1ccccc1, NN, O. The product is Cc1nsnc1C(=NOCc1cccc(N)n1)c1ccccc1. RXN SMILES: [CH2:37]1[O:38][CH2:39][CH2:40][CH2:41]1.[CH3:1][c:2]1[c:3]([C:7]([c:8]2[cH:9][cH:10][cH:11][cH:12][cH:13]2)=[N:14][O:15][CH2:16][c:17]2[cH:18][cH:19][cH:20][c:21]([N:23]3[C:24](=[O:25])[c:26]4[c:27]([cH:28][cH:29][cH:30][cH:31]4)[C:32]3=[O:33])[n:22]2)[n:4][s:5][n:6]1.[NH2:35][NH2:36].[OH2:34]>>[CH3:1][c:2]1[c:3]([C:7]([c:8]2[cH:9][cH:10][cH:11][cH:12][cH:13]2)=[N:14][O:15][CH2:16][c:17]2[cH:18][cH:19][cH:20][c:21]([NH2:23])[n:22]2)[n:4][s:5][n:6]1.